This data is from the Open Reaction Database (ORD), a public repository of structured organic reaction records. The task is: describe an organic reaction: reactants, conditions, products, and yield Starting materials: ClC=1C=C(C=C(C1)Cl)N1C(N([C@]2(C1=O)CNC[C@H]2C2=CC=C(C#N)C=C2)C)=O (4-[(5S*,9R*)-3-(3,5-Dichlorophenyl)-1-methyl-2,4-dioxo-1,3,7-triazaspiro[4.4]non-9-yl]-benzonitrile), N(=C=O)CC(=O)OCC (ethyl isocyanatoacetate), C1CCOC1.CN(C)C=O (THF DMF). Reaction conditions: time 8 hour. Product: C(C)OC(CNC(=O)N1C[C@]2(C(N(C(N2C)=O)C2=CC(=CC(=C2)Cl)Cl)=O)[C@@H](C1)C1=CC=C(C=C1)C#N)=O ({[(5S*,9R*)-9-(4-Cyano-phenyl)-3-(3,5-dichloro-phenyl)-1-methyl-2,4-dioxo-1,3,7-triaza-spiro[4.4]nonane-7-carbonyl]-amino}-acetic acid ethyl ester), C(C(CO)(CO)N)O (Trisamine), [N-]=C=O (Isocyanate). RXN SMILES: [Cl:1][C:2]1[CH:3]=[C:4]([N:9]2[C:13](=[O:14])[C@@:12]3([C@H:18]([C:19]4[CH:26]=[CH:25][C:22]([C:23]#[N:24])=[CH:21][CH:20]=4)[CH2:17][NH:16][CH2:15]3)[N:11]([CH3:27])[C:10]2=[O:28])[CH:5]=[C:6]([Cl:8])[CH:7]=1.[N:29]([CH2:32][C:33]([O:35][CH2:36][CH3:37])=[O:34])=[C:30]=[O:31].C1[CH2:42][O:41]CC1.C[N:44]([CH:46]=[O:47])C>>[CH2:36]([O:35][C:33](=[O:34])[CH2:32][NH:29][C:30]([N:16]1[CH2:17][C@@H:18]([C:19]2[CH:20]=[CH:21][C:22]([C:23]#[N:24])=[CH:25][CH:26]=2)[C@:12]2([N:11]([CH3:27])[C:10](=[O:28])[N:9]([C:4]3[CH:5]=[C:6]([Cl:8])[CH:7]=[C:2]([Cl:1])[CH:3]=3)[C:13]2=[O:14])[CH2:15]1)=[O:31])[CH3:37].[CH2:42]([OH:41])[C:32]([NH2:29])([CH2:33][OH:35])[CH2:46][OH:47].[N-:44]=[C:46]=[O:47] |f:2.3|. Reported procedure: To a solution of Example 15 (24.9 mg, 0.06 mmol) in 1 ml THF/DMF (9/1), was added ethyl isocyanatoacetate (11.6 mg, 0.089 mmol), and the reaction mixture was stirred overnight at RT. The titled compound was obtained (33.3 mg) after treatment with PS-Trisamine (Argonaut, 73 mg, 0.267 mmol) and PS-Isocyanate (Argonaut, 85 mg, 0.122 mmol). Retention time: 1.99 min., 544 (M+1); (LCMS conditions: LC Micromass platform (APCI+, DAD (210-400 nm)), Column: TSK gel Super ODS 4.6 mm ID×5 cm, Flow rate: 2.7... Reactants: OC=1C=C2CCCC(C2=CC1)=O (6-Hydroxy-1-tetralone), COC1=CC=C(CCl)C=C1 (4-methoxybenzyl chloride), C(=O)([O-])[O-].[Cs+].[Cs+] (Cs2CO3). Solvent: O (water), CN(C)C=O (DMF). Run at time 8 hour. Product: COC1=CC=C(COC=2C=C3CCCC(C3=CC2)=O)C=C1 (6-(4-Methoxy-benzyloxy)-3,4-dihydro-2H-naphthalen-1-one). RXN SMILES: [OH:1][C:2]1[CH:3]=[C:4]2[C:9](=[CH:10][CH:11]=1)[C:8](=[O:12])[CH2:7][CH2:6][CH2:5]2.[CH3:13][O:14][C:15]1[CH:22]=[CH:21][C:18]([CH2:19]Cl)=[CH:17][CH:16]=1.C([O-])([O-])=O.[Cs+].[Cs+]>CN(C=O)C.O>[CH3:13][O:14][C:15]1[CH:22]=[CH:21][C:18]([CH2:19][O:1][C:2]2[CH:3]=[C:4]3[C:9](=[CH:10][CH:11]=2)[C:8](=[O:12])[CH2:7][CH2:6][CH2:5]3)=[CH:17][CH:16]=1 |f:2.3.4|. Reported procedure: 6-Hydroxy-1-tetralone (52.1)(3.24 g, 20 mmol) and 4-methoxybenzyl chloride (52.2) (3.13 g, 20 mmol) were dissolved in DMF (20 mL). Cs2CO3 (7.17 g, 22 mmol) was added to the mixture, and the resulting mixture was stirred overnight at ambient temperature. The reaction mixture was diluted with water (200 mL) and extracted with ethyl acetate (50 mL×3). The combined organic layers were washed with saturated brine, dried over MgSO4, filtered, and concentrated under reduced pressure. The residue was us... As a reaction SMILES: [CH3:1][O:2][C:3]1[CH:4]=[CH:5][CH:6]=[C:7]2[C:11]=1[CH:10]([NH:12][C:13]1[CH:22]=[CH:21][C:20]3[C:15](=[CH:16][CH:17]=[C:18]([NH2:23])[CH:19]=3)[N:14]=1)[CH2:9][CH2:8]2.[N:24]1([CH2:29][C:30](O)=[O:31])[CH:28]=[CH:27][N:26]=[CH:25]1>>[N:24]1([CH2:29][C:30]([NH:23][C:18]2[CH:19]=[C:20]3[C:15](=[CH:16][CH:17]=2)[N:14]=[C:13]([NH:12][CH:10]2[C:11]4[C:7](=[CH:6][CH:5]=[CH:4][C:3]=4[O:2][CH3:1])[CH2:8][CH2:9]2)[CH:22]=[CH:21]3)=[O:31])[CH:28]=[CH:27][N:26]=[CH:25]1. Reported procedure: The title compound was prepared in accordance with the general method described in example 6 from rac-N2-(7-methoxy-indan-1-yl)-quinoline-2,6-diamine and imidazol-1-yl-acetic acid; MS: m/e=414.3 (M+H+). The product is N1(C=NC=C1)CC(=O)NC=1C=C2C=CC(=NC2=CC1)NC1CCC2=CC=CC(=C12)OC (rac-2-Imidazol-1-yl-N-[2-(7-methoxy-indan-1-ylamino)-quinolin-6-yl]-acetamide). The reactants are COC=1C=CC=C2CCC(C12)NC1=NC2=CC=C(C=C2C=C1)N (rac-N2-(7-methoxy-indan-1-yl)-quinoline-2,6-diamine), N1(C=NC=C1)CC(=O)O (imidazol-1-yl-acetic acid). The reactants are ClC1=NC=NC(=C1)Cl (4,6-dichloropyrimidine), COC=1C=C(N)C=CC1 (3-methoxyaniline), CCN(C(C)C)C(C)C (DIPEA), C1(CCCCC1)N (cyclohexylamine), CCN(C(C)C)C(C)C (DIPEA). The solvent is CCCCO (n-BuOH). Reaction conditions: time 6 hour. Product: C1(CCCCC1)NC1=NC=NC(=C1)NC1=CC(=CC=C1)OC (N4-Cyclohexyl-N6-(3-methoxyphenyl)pyrimidine-4,6-diamine). The yield is 65.0%. RXN SMILES: Cl[C:2]1[CH:7]=[C:6](Cl)[N:5]=[CH:4][N:3]=1.[CH3:9][O:10][C:11]1[CH:12]=[C:13]([CH:15]=[CH:16][CH:17]=1)[NH2:14].CCN(C(C)C)C(C)C.[CH:27]1([NH2:33])[CH2:32][CH2:31][CH2:30][CH2:29][CH2:28]1>CCCCO>[CH:27]1([NH:33][C:2]2[CH:7]=[C:6]([NH:14][C:13]3[CH:15]=[CH:16][CH:17]=[C:11]([O:10][CH3:9])[CH:12]=3)[N:5]=[CH:4][N:3]=2)[CH2:32][CH2:31][CH2:30][CH2:29][CH2:28]1. Procedure details: 100 mg of 4,6-dichloropyrimidine, 83 mg of 3-methoxyaniline and 103 mg of DIPEA were dissolved in 1 mL of n-BuOH and the mixture obtained was charged into a microwave vial and the vial obtained was kept in a heating block at 120° C. for 6 hours. The reaction was monitored by TLC and was completed after 6 hours. The mixture obtained was cooled to r.t., 100 mg of cyclohexylamine and 139 mg of DIPEA were added and the mixture obtained was heated under microwave irradiation for an hour at 200° C. Th... The reactants are C(CC)I (Propyl iodide), CC(CC)=O (2-butanone), C([O-])([O-])=O.[K+].[K+] (potassium carbonate), C(#N)C1=C(O)C=CC(=C1C#N)O (2,3-dicyanohydroquinone). Yields the product C(CC)OC1=C(C(=C(C=C1)OCCC)C#N)C#N (1,4-Dipropoxy-2,3-dicyanobenzene). Reaction SMILES: [CH2:1](I)[CH2:2][CH3:3].C(=O)([O-])[O-].[K+].[K+].[C:11]([C:13]1[C:19]([C:20]#[N:21])=[C:18]([OH:22])[CH:17]=[CH:16][C:14]=1[OH:15])#[N:12].[CH3:23][C:24](=O)[CH2:25]C>>[CH2:1]([O:22][C:18]1[CH:17]=[CH:16][C:14]([O:15][CH2:23][CH2:24][CH3:25])=[C:13]([C:11]#[N:12])[C:19]=1[C:20]#[N:21])[CH2:2][CH3:3] |f:1.2.3|. Procedure details: Propyl iodide (15 mL, 0.16 mol) and anhydrous potassium carbonate (24 g, 0.17 mol) are combined with to a solution of 2,3-dicyanohydroquinone (3.0 g, 0.019 mol) in 100 mL of 2-butanone. The reaction mixture is refluxed for 18 hr. under a stream of argon, cooled to room temperature and the solid collected by filtration. The residue is then added to water (100 mL) to dissolve the potassium carbonate and the resulting solid is collected by filtration and dried under vacuum to yield 3.4 g (74%). Starting materials: COC1=CC=C(C=C1)S(=O)(=O)N1C(CN(C2=C(C1)C=CC=C2)C(=O)C=2C=NC=CC2)C(=O)OC (methyl 4-(4-methoxybenzenesulfonyl)-1-(3-pyridinylcarbonyl)-2,3,4,5-tetrahydro-1H-[1,4]benzodiazepine-3-carboxylate). Run in O1CCCC1 (tetrahydrofuran), CO (methanol). Run at time 45 minute. Yields the product OCC1CN(C2=C(CN1S(=O)(=O)C1=CC=C(C=C1)OC)C=CC=C2)CC=2C=NC=CC2 (3-hydroxymethyl-4-(4-Methoxybenzenesulfonyl)-1-(3-pyridinylmethyl)-2,3,4,5-tetrahydro-1H-[1,4]benzodiazepine). The yield is 65.6%. RXN SMILES: [CH3:1][O:2][C:3]1[CH:8]=[CH:7][C:6]([S:9]([N:12]2[CH2:18][C:17]3[CH:19]=[CH:20][CH:21]=[CH:22][C:16]=3[N:15]([C:23]([C:25]3[CH:26]=[N:27][CH:28]=[CH:29][CH:30]=3)=O)[CH2:14][CH:13]2[C:31](OC)=[O:32])(=[O:11])=[O:10])=[CH:5][CH:4]=1>O1CCCC1.CO>[OH:32][CH2:31][CH:13]1[N:12]([S:9]([C:6]2[CH:7]=[CH:8][C:3]([O:2][CH3:1])=[CH:4][CH:5]=2)(=[O:11])=[O:10])[CH2:18][C:17]2[CH:19]=[CH:20][CH:21]=[CH:22][C:16]=2[N:15]([CH2:23][C:25]2[CH:26]=[N:27][CH:28]=[CH:29][CH:30]=2)[CH2:14]1. Procedure details: A mixture of 0.100 g (0.208 mmol) of methyl 4-(4-methoxybenzenesulfonyl)-1-(3-pyridinylcarbonyl)-2,3,4,5-tetrahydro-1H-[1,4]benzodiazepine-3-carboxylate and 3 ml of borane-tetrahydroforan complex in tetrahydrofuran (1.0 M) was refluxed overnight. The solution was cooled to room temperature, diluted with methanol and the solvent removed. Methanol was added several times and, after each addition. the solvent was removed. To the residue was added 1N NaHCO3. The mixture was stirred for 45 minutes an... The reactants are COc1ccc2c(c1)C(=O)CC1(CCN(C(=O)c3ccccc3)CC1)C2, CCO, Cl, O. Yields the product Cl, COc1ccc2c(c1)C(=O)CC1(CCNCC1)C2. As a reaction SMILES: [C:1](=[O:2])([c:3]1[cH:4][cH:5][cH:6][cH:7][cH:8]1)[N:9]1[CH2:10][CH2:11][C:12]2([CH2:13][C:14](=[O:24])[c:15]3[cH:16][c:17]([O:22][CH3:23])[cH:18][cH:19][c:20]3[CH2:21]2)[CH2:25][CH2:26]1.[CH3:28][CH2:29][OH:30].[ClH:27].[OH2:31]>>[ClH:27].[NH:9]1[CH2:10][CH2:11][C:12]2([CH2:13][C:14](=[O:24])[c:15]3[cH:16][c:17]([O:22][CH3:23])[cH:18][cH:19][c:20]3[CH2:21]2)[CH2:25][CH2:26]1. Starting materials: C1=CC=C2C(=C1)C(=CC=C2O)O (naphthohydroquinone), S(O)(O)(=O)=O (sulfuric acid). Solvent: C(CCCCCCC)O (n-octyl alcohol). Reaction conditions: temperature 50 celsius, time 30 minute. The product is C(CCCCCCC)OC1=CC=C(C2=CC=CC=C12)O (4-n-Octyloxy-1-naphthol). Isolated yield 103.5%. Reaction SMILES: [CH:1]1[CH:6]=[C:5]2[C:7]([OH:12])=[CH:8][CH:9]=[C:10]([OH:11])[C:4]2=[CH:3][CH:2]=1.S(=O)(=O)(O)O>C(O)CCCCCCC>[CH2:5]([O:12][C:7]1[C:5]2[C:4](=[CH:3][CH:2]=[CH:1][CH:6]=2)[C:10]([OH:11])=[CH:9][CH:8]=1)[CH2:6][CH2:1][CH2:2][CH2:3][CH2:4][CH2:10][CH3:9]. Procedure details: 216 g of naphthohydroquinone and 527 g of n-octyl alcohol were placed in a 2 l three-necked flask, and 114 ml of concentrated sulfuric acid was dropwisely added thereto for 30 minutes under nitrogen gas stream while stirring. Thereafter, the reaction mixture was heated at 50° C. for 1 hour and then cooled to room temperature. The reaction mixture was extracted with ethyl acetate. The ethyl acetate layer was washed with ammonia-water until the washing reached pH of 5 to 6. The ethyl acetate layer... Reactants: SCCC(C)(C)NC(OCC1=CC=CC=C1)=O (benzyl 4-mercapto-2-methylbutan-2-ylcarbamate), ClCCOCCOCCO (2-(2-(2-chloroethoxy)ethoxy)ethanol), C([O-])([O-])=O.[Cs+].[Cs+] (cesium carbonate). Solvent: CN(C=O)C (N,N-dimethylformamide). Reaction conditions: temperature 70 celsius. Yields the product OCCOCCOCCSCCC(C)(C)NC(OCC1=CC=CC=C1)=O (Benzyl 4-(2-(2-(2-hydroxyethoxy)ethoxy)ethylthio)-2-methylbutan-2-ylcarbamate). Isolated yield 32.6%. Reaction SMILES: [SH:1][CH2:2][CH2:3][C:4]([NH:7][C:8](=[O:17])[O:9][CH2:10][C:11]1[CH:16]=[CH:15][CH:14]=[CH:13][CH:12]=1)([CH3:6])[CH3:5].Cl[CH2:19][CH2:20][O:21][CH2:22][CH2:23][O:24][CH2:25][CH2:26][OH:27].C(=O)([O-])[O-].[Cs+].[Cs+]>CN(C)C=O>[OH:27][CH2:26][CH2:25][O:24][CH2:23][CH2:22][O:21][CH2:20][CH2:19][S:1][CH2:2][CH2:3][C:4]([NH:7][C:8](=[O:17])[O:9][CH2:10][C:11]1[CH:16]=[CH:15][CH:14]=[CH:13][CH:12]=1)([CH3:6])[CH3:5] |f:2.3.4|. Procedure: To a solution of benzyl 4-mercapto-2-methylbutan-2-ylcarbamate (6.70 g, 26.4 mmol) in N,N-dimethylformamide (100 ml) was added 2-(2-(2-chloroethoxy)ethoxy)ethanol (4.0 ml, 28 mmol) and cesium carbonate (8.06 g, 24.7 mmol). The suspension was heated to 70° C. for 17 hours, cooled to room temperature, and concentrated in vacuo. The residue was purified by flash chromatography (20% to 100% ethyl acetate in hexanes) to afford the title compound as a clear oil (3.32 g, 8.61 mmol, 33%). 1H NMR (CDCl3,...